This data is from the Open Reaction Database (ORD), a public repository of structured organic reaction records. The task is: describe an organic reaction: reactants, conditions, products, and yield The reactants are CC1=C(N)C=CC=C1Cl (2-methyl-3-chloroaniline), ClC1=CC=C(C=O)C=C1 (4-chlorobenzaldehyde). Reaction conditions: time 1.5 hour. The product is ClC1=CC=C(C=NC2=C(C(=CC=C2)Cl)C)C=C1 (N-(p-chlorobenzylidene)-2-methyl-3-chloroaniline). Reaction SMILES: [CH3:1][C:2]1[C:8]([Cl:9])=[CH:7][CH:6]=[CH:5][C:3]=1[NH2:4].[Cl:10][C:11]1[CH:18]=[CH:17][C:14]([CH:15]=O)=[CH:13][CH:12]=1>>[Cl:10][C:11]1[CH:18]=[CH:17][C:14]([CH:15]=[N:4][C:3]2[CH:5]=[CH:6][CH:7]=[C:8]([Cl:9])[C:2]=2[CH3:1])=[CH:13][CH:12]=1. Procedure: 2-methyl-3-chloroaniline (0.25 mole) and 4-chlorobenzaldehyde (0.25 mole) were ground in a mortar. The mixture was heated, with stirring in a water bath for 1.5 hours. Distillation at reduced pressure gave N-(p-chlorobenzylidene)-2-methyl-3-chloroaniline as a second fraction; B.p. 139° C./0.020 mm.; m.p. 79°-81° C. Reactants: N1=CC=CC=C1 (pyridine), FC(CN1S(C(=C(C2=C1N=CS2)O)C2=C(C=CC=C2)I)(=O)=O)F (1-(2,2-difluoroethyl)-3-(2-iodophenyl)-1H-[1,3]thiazolo[4,5-c][1,2]thiazin-4-ol 2,2-dioxide), ClC(=S)OC (methyl chlorothioformate). Solvent: ClCCl (dichloromethane). Reaction conditions: time 5 minute. The product is C(OC=1C2=C(N(S(C1C1=C(C=CC=C1)I)(=O)=O)CC(F)F)N=CS2)(SC)=O (O-[1-(2,2-difluoroethyl)-3-(2-iodophenyl)-2,2-dioxido-1H-[1,3]thiazolo[4,5-c][1,2]thiazin-4-yl] S-methyl thiocarbonate). As a reaction SMILES: [F:1][CH:2]([F:23])[CH2:3][N:4]1[C:9]2[N:10]=[CH:11][S:12][C:8]=2[C:7]([OH:13])=[C:6]([C:14]2[CH:19]=[CH:18][CH:17]=[CH:16][C:15]=2[I:20])[S:5]1(=[O:22])=[O:21].N1C=CC=C[CH:25]=1.Cl[C:31]([O:33]C)=[S:32]>ClCCl>[C:31](=[O:32])([S:33][CH3:25])[O:13][C:7]1[C:8]2[S:12][CH:11]=[N:10][C:9]=2[N:4]([CH2:3][CH:2]([F:1])[F:23])[S:5](=[O:21])(=[O:22])[C:6]=1[C:14]1[CH:19]=[CH:18][CH:17]=[CH:16][C:15]=1[I:20]. Reported procedure: 150 mg (0.3 mmol) of 1-(2,2-difluoroethyl)-3-(2-iodophenyl)-1H-[1,3]thiazolo[4,5-c][1,2]thiazin-4-ol 2,2-dioxide (compound I-a-14) were dissolved in 5 ml of dichloromethane, and 0.04 ml (0.48 mmol) of pyridine was added at RT. The reaction mixture was stirred at RT for 5 min, and then 0.03 ml (0.38 mmol) of methyl chlorothioformate was added and the mixture was stirred at RT for a further 4 h. After removing the solvent under reduced pressure, the residue was purified by column chromatography (S... The reactants are CN(C(C#N)C=1C=NC=CC1)C (α-(dimethylamino)-α-(3-pyridyl)acetonitrile), Cl.NO (hydroxylamine hydrochloride), C(C)(=O)O (acetic acid). Conditions: temperature 100 celsius, time 1 hour. Product: NC1=C(C=NO1)C=1C=NC=CC1 (3-(5-Amino-4-isoxazolyl)pyridine). As a reaction SMILES: CN(C)[CH:3]([C:6]1[CH:7]=[N:8][CH:9]=[CH:10][CH:11]=1)[C:4]#[N:5].Cl.[NH2:14]O.[C:16]([OH:19])(=O)C>>[NH2:14][C:16]1[O:19][N:5]=[CH:4][C:3]=1[C:6]1[CH:7]=[N:8][CH:9]=[CH:10][CH:11]=1 |f:1.2|. Procedure details: To a solution of α-(dimethylamino)-α-(3-pyridyl)acetonitrile (5.19 g, 30 mmol) in acetic acid (40 ml) was added hydroxylamine hydrochloride (2.8 g, 40 mmol). The reaction mixture was stirred at 100° C. for 1 hour, cooled to room temperature and concentrated in vacuo. Water (50 ml) was added and the reaction mixture neutralized with solid potassium carbonate. The precipitated compound was filtered washed with water and dried giving the title compound in 4.2 g yield. Reactants: Cl.ClC1=NC(=CC=2N1N=C(N2)C2CCN(CC2)C(C)C)C2=C(C=C(C=C2)F)F (5-Chloro-7-(2,4-difluorophenyl)-2-[1-(propan-2-yl)piperidin-4-yl][1,2,4]triazolo[1,5-c]pyrimidine hydrochloride), Cl.NC1=NC(=CC=C1C(C(F)(F)F)=O)NCCN (1-{2-Amino-6-[(2-aminoethyl)amino]pyridin-3-yl}-2,2,2-trifluoroethanone hydrochloride), C(C)(C)N(C(C)C)CC (N,N-diisopropylethylamine). Run in CS(=O)C (DMSO). Run at temperature 130 celsius. The product is Cl.NC1=NC(=CC=C1C(C(F)(F)F)=O)NCCNC1=NC(=CC=2N1N=C(N2)C2CCN(CC2)C(C)C)C2=C(C=C(C=C2)F)F (1-(2-Amino-6-{[2-({7-(2,4-difluorophenyl)-2-[1-(propan-2-yl)piperidin-4-yl][1,2,4]triazolo[1,5-c]-pyrimidin-5-yl}amino)ethyl]amino}pyridin-3-yl)-2,2,2-trifluoroethanone hydrochloride). RXN SMILES: Cl.[Cl:2][C:3]1[N:8]2[N:9]=[C:10]([CH:12]3[CH2:17][CH2:16][N:15]([CH:18]([CH3:20])[CH3:19])[CH2:14][CH2:13]3)[N:11]=[C:7]2[CH:6]=[C:5]([C:21]2[CH:26]=[CH:25][C:24]([F:27])=[CH:23][C:22]=2[F:28])[N:4]=1.Cl.[NH2:30][C:31]1[C:36]([C:37](=[O:42])[C:38]([F:41])([F:40])[F:39])=[CH:35][CH:34]=[C:33]([NH:43][CH2:44][CH2:45][NH2:46])[N:32]=1.C(N(CC)C(C)C)(C)C>CS(C)=O>[ClH:2].[NH2:30][C:31]1[C:36]([C:37](=[O:42])[C:38]([F:39])([F:41])[F:40])=[CH:35][CH:34]=[C:33]([NH:43][CH2:44][CH2:45][NH:46][C:3]2[N:8]3[N:9]=[C:10]([CH:12]4[CH2:17][CH2:16][N:15]([CH:18]([CH3:20])[CH3:19])[CH2:14][CH2:13]4)[N:11]=[C:7]3[CH:6]=[C:5]([C:21]3[CH:26]=[CH:25][C:24]([F:27])=[CH:23][C:22]=3[F:28])[N:4]=2)[N:32]=1 |f:0.1,2.3,6.7|. Procedure details: 55 mg (0.14 mmol) of 5-chloro-7-(2,4-difluorophenyl)-2-[1-(propan-2-yl)piperidin-4-yl][1,2,4]-triazolo[1,5-c]pyrimidine hydrochloride (Example 53A), 48.9 mg (0.17 mmol) of 1-{2-amino-6-[(2-aminoethyl)amino]pyridin-3-yl}-2,2,2-trifluoroethanone hydrochloride (Example 13A) and 0.147 ml (0.84 mmol) of N,N-diisopropylethylamine were initially charged in 1 ml of DMSO. The mixture was heated in the microwave at 130° C. for 30 min. This gave, after purification of the crude product by preparative HPLC ... The reactants are FC1=CC=C(C=C1)N1C(CCC1C1=CC=C(C=C1)[N+](=O)[O-])C1=CC=C(C=C1)C=1N=C(NC1)[C@H]1N(CCC1)C(=O)OC(C)(C)C ((2S)-tert-butyl 2-(4-(4-(1-(4-fluorophenyl)-5-(4-nitrophenyl)pyrrolidin-2-yl)phenyl)-1H-imidazol-2-yl)pyrrolidine-1-carboxylate), [H][H] (hydrogen). The reagents and catalysts are [Pt](=O)=O (platinum(IV) oxide). Run in C(C)O (ethanol), C1CCOC1 (THF). Product: NC1=CC=C(C=C1)C1CCC(N1C1=CC=C(C=C1)F)C1=CC=C(C=C1)C=1N=C(NC1)[C@H]1N(CCC1)C(=O)OC(C)(C)C ((2S)-tert-butyl 2-(4-(4-(5-(4-aminophenyl)-1-(4-fluorophenyl)pyrrolidin-2-yl)phenyl)-1H-imidazol-2-yl)pyrrolidine-1-carboxylate). Isolated yield 100.0%. RXN SMILES: [F:1][C:2]1[CH:7]=[CH:6][C:5]([N:8]2[CH:12]([C:13]3[CH:18]=[CH:17][C:16]([N+:19]([O-])=O)=[CH:15][CH:14]=3)[CH2:11][CH2:10][CH:9]2[C:22]2[CH:27]=[CH:26][C:25]([C:28]3[N:29]=[C:30]([C@@H:33]4[CH2:37][CH2:36][CH2:35][N:34]4[C:38]([O:40][C:41]([CH3:44])([CH3:43])[CH3:42])=[O:39])[NH:31][CH:32]=3)=[CH:24][CH:23]=2)=[CH:4][CH:3]=1.[H][H]>C(O)C.C1COCC1.[Pt](=O)=O>[NH2:19][C:16]1[CH:17]=[CH:18][C:13]([CH:12]2[N:8]([C:5]3[CH:4]=[CH:3][C:2]([F:1])=[CH:7][CH:6]=3)[CH:9]([C:22]3[CH:27]=[CH:26][C:25]([C:28]4[N:29]=[C:30]([C@@H:33]5[CH2:37][CH2:36][CH2:35][N:34]5[C:38]([O:40][C:41]([CH3:44])([CH3:43])[CH3:42])=[O:39])[NH:31][CH:32]=4)=[CH:24][CH:23]=3)[CH2:10][CH2:11]2)=[CH:14][CH:15]=1. Procedure: Dissolved the product from Example 39F (300 mg, 0.502 mmol) in ethanol (5 mL) and THF (5 mL) then added platinum(IV) oxide (22.8 mg, 0.1 mmol) and a hydrogen balloon and stirred the solution at room temperature for 2.5 h. Solution was filtered through celite and washed with methanol (10 mL), then concentrated to give the title compound (285 mg, 100%) as a colorless semi-solid and a 1/1 mixture of stereoisomers. Reactants: CC(C)(C)C1=CN=C(O1)CSC1=CN=C(S1)NC(=O)C1CCNCC1 (N-[5-[[[5-(1,1-Dimethylethyl)-2-oxazolyl]methyl]thio]-2-thiazolyl]-4-piperidinecarboxamide), ClCCCl (1,2-dichloroethane), O=CC(O)CO (glyceraldehyde), C(C)(=O)O[BH-](OC(C)=O)OC(C)=O.[Na+] (sodium triacetoxyborohydride). The solvent is CO (Methanol). Conditions: time 4 hour. The product is OC(CN1CCC(CC1)C(=O)NC=1SC(=CN1)SCC=1OC(=CN1)C(C)(C)C)CO ((±)-1-(2,3-dihydroxypropyl)-N-[5-[[[5-(1,1-dimethylethyl)-2-oxazolyl]methyl]thio]-2-thiazolyl]-4-piperidinecarboxamide). Yield: 89.3%. As a reaction SMILES: [CH3:1][C:2]([C:5]1[O:9][C:8]([CH2:10][S:11][C:12]2[S:16][C:15]([NH:17][C:18]([CH:20]3[CH2:25][CH2:24][NH:23][CH2:22][CH2:21]3)=[O:19])=[N:14][CH:13]=2)=[N:7][CH:6]=1)([CH3:4])[CH3:3].[O:26]=[CH:27][CH:28]([CH2:30]O)[OH:29].C(O[BH-](OC(=O)C)OC(=O)C)(=O)C.[Na+].ClCCCl>CO>[OH:29][CH:28]([CH2:27][OH:26])[CH2:30][N:23]1[CH2:22][CH2:21][CH:20]([C:18]([NH:17][C:15]2[S:16][C:12]([S:11][CH2:10][C:8]3[O:9][C:5]([C:2]([CH3:1])([CH3:3])[CH3:4])=[CH:6][N:7]=3)=[CH:13][N:14]=2)=[O:19])[CH2:25][CH2:24]1 |f:2.3|. Procedure: N-[5-[[[5-(1,1-Dimethylethyl)-2-oxazolyl]methyl]thio]-2-thiazolyl]-4-piperidinecarboxamide (66 mg, 0.17 mmol, 1 eq) was combined with glyceraldehyde (69 mg, 0.77 mmol, 4.5 eq), sodium triacetoxyborohydride (163 mg, 0.77 mmol, 4.5 eq) and 1,2-dichloroethane (4 mL). The resulting suspension was stirred at rt for 4 h. Methanol (1 mL) was added and the reaction mixture was stirred at rt overnight, concentrated in vacuo and purified by preparative HPLC to provide 69 mg (59%) of (±)-1-(2,3-dihydroxypr... Starting materials: C(C)(C)NC(C)C (diisopropylamine), C(CCC)[Li] (n-butyl lithium), [Cl-].[NH4+] (ammonium chloride), C1(CCCC1)C(=O)OC (methyl cyclopentane carboxylate), COCCBr (2-methoxy ethyl bromide). Solvent: C1CCOC1 (THF), hexanes, C1CCOC1 (THF), C1CCOC1 (THF). Reaction conditions: temperature 0 celsius, time 30 minute. The product is COC(=O)C1(CCCC1)CCOC (1-(2-Methoxyethyl)Cyclopentane Carboxylate Methyl Ester). Isolated yield 47.6%. As a reaction SMILES: C(NC(C)C)(C)C.C([Li])CCC.[CH:13]1([C:18]([O:20][CH3:21])=[O:19])[CH2:17][CH2:16][CH2:15][CH2:14]1.[CH3:22][O:23][CH2:24][CH2:25]Br.[Cl-].[NH4+]>C1COCC1>[CH3:21][O:20][C:18]([C:13]1([CH2:25][CH2:24][O:23][CH3:22])[CH2:17][CH2:16][CH2:15][CH2:14]1)=[O:19] |f:4.5|. Procedure details: To a solution of diisopropylamine (21 mL, 150 mmol) in THF (100 mL) was added dropwise a solution of n-butyl lithium (58 mL, 145 mmol) in hexanes at −10° C. while maintaining the temperature below 0° C. After addition, the solution was stirred for 30 min at 0° C. To this, a solution of methyl cyclopentane carboxylate (12.8 g, 100 mmol) in THF (20 mL) was added dropwise at −70° C. maintaining the internal temperature between −60 to −70° C. After addition, the reaction mixture was stirred for 30 m... Starting materials: O (water), C(C)S (ethanethiol), C([O-])([O-])=O.[K+].[K+] (potassium carbonate), ClC1CCSC2=C(C=C(C(=C12)C)C(=O)OCC)Cl (4,8-dichloro-5-methyl-6-ethoxycarbonylthiochroman). Solvent: CN(C=O)C (N,N-dimethylformamide). Reaction conditions: time 2 day. The product is C(C)SC1CCSC2=C(C=C(C(=C12)C)C(=O)OCC)Cl (4-ethylthio-5-methyl-6-ethoxycarbonyl-8-chlorothiochroman). The yield is 139.5%. As a reaction SMILES: Cl[CH:2]1[C:11]2[C:6](=[C:7]([Cl:18])[CH:8]=[C:9]([C:13]([O:15][CH2:16][CH3:17])=[O:14])[C:10]=2[CH3:12])[S:5][CH2:4][CH2:3]1.[CH2:19]([SH:21])[CH3:20].C(=O)([O-])[O-].[K+].[K+].O>CN(C)C=O>[CH2:19]([S:21][CH:2]1[C:11]2[C:6](=[C:7]([Cl:18])[CH:8]=[C:9]([C:13]([O:15][CH2:16][CH3:17])=[O:14])[C:10]=2[CH3:12])[S:5][CH2:4][CH2:3]1)[CH3:20] |f:2.3.4|. Procedure: 0.8 Gram (2.6 mmol) of 4,8-dichloro-5-methyl-6-ethoxycarbonylthiochroman was dissolved in 5 ml of N,N-dimethylformamide, and 0.15 ml (3.1 mmol) of ethanethiol and 0.43 g (3.1 mmol) of potassium carbonate were added. The mixture was stirred at room temperature for 2 days. After the completion of the reaction, 20 ml of water was added, and the reaction mixture was extracted with ethyl acetate twice. An organic layer was washed with water and with a saturated sodium chloride aqueous solution and dr... Reactants: Cl (HCl), C1(CC1)C#CC=1C=CC(=NC1)C(=O)OC (methyl 5-(cyclopropylethynyl)picolinate), [OH-].[K+] (potassium hydroxide), O (water). Run in CO (MeOH). Reaction conditions: temperature 50 celsius, time 20 minute. Yields the product C1(CC1)C#CC=1C=CC(=NC1)C(=O)O (5-(cyclopropylethynyl)picolinic acid). The yield is 73.0%. RXN SMILES: [CH:1]1([C:4]#[C:5][C:6]2[CH:7]=[CH:8][C:9]([C:12]([O:14]C)=[O:13])=[N:10][CH:11]=2)[CH2:3][CH2:2]1.[OH-].[K+].O.Cl>CO>[CH:1]1([C:4]#[C:5][C:6]2[CH:7]=[CH:8][C:9]([C:12]([OH:14])=[O:13])=[N:10][CH:11]=2)[CH2:3][CH2:2]1 |f:1.2|. Procedure: To a small flask were added methyl 5-(cyclopropylethynyl)picolinate (240 mg, 1.193 mmol) and potassium hydroxide (147 mg, 2.62 mmol) in MeOH (4 ml). The mixture was stirred at 50° C. for 20 min. It was cooled to RT and the solvent was reduced. The white solid was treated with small amount of water (˜1.5 mL), and acidified by 6N HCl to pH 2. The light brown precipitate was formed and the resulting mixture was cooled to 0° C. by ice bath. The brown precipitate was collected by filtration to yield ... Starting materials: COC(C1=CC=C(C=C1)C=O)=O (4-formyl-benzoic acid methyl ester), CC(CCC[Mg]Br)(C)C (4,4-dimethylpentylmagnesium bromide). Product: COC(C1=CC=C(C=C1)C(CCC(C)(C)C)O)=O (Racemic 4-(1-Hydroxy-4,4-dimethyl-pentyl)-benzoic acid methyl ester). Reaction SMILES: [CH3:1][O:2][C:3](=[O:12])[C:4]1[CH:9]=[CH:8][C:7]([CH:10]=[O:11])=[CH:6][CH:5]=1.[CH3:13][C:14]([CH3:21])([CH3:20])[CH2:15][CH2:16]C[Mg]Br>>[CH3:1][O:2][C:3](=[O:12])[C:4]1[CH:9]=[CH:8][C:7]([CH:10]([OH:11])[CH2:16][CH2:15][C:14]([CH3:21])([CH3:20])[CH3:13])=[CH:6][CH:5]=1. Procedure: This compound is made from 4-formyl-benzoic acid methyl ester and 4,4-dimethylpentylmagnesium bromide following the general method of Preparation 1.